Dataset: the Open Reaction Database (ORD), a public repository of structured organic reaction records. Task: describe an organic reaction: reactants, conditions, products, and yield The reactants are FC=1C=C(C(=O)OC)C=CC1NCCCCCCCCCCCCCCCC (methyl 3-fluoro-4-(hexadecylamino)benzoate), C(CCO)O (1,3-propanediol), C1(=CC=C(C=C1)S(=O)(=O)O)C (p-toluenesulfonic acid). The product is FC=1C=C(C(=O)OCCCO)C=CC1NCCCCCCCCCCCCCCCC (3-hydroxypropyl 3-fluoro-4-(hexadecylamino)benzoate). RXN SMILES: [F:1][C:2]1[CH:3]=[C:4]([CH:9]=[CH:10][C:11]=1[NH:12][CH2:13][CH2:14][CH2:15][CH2:16][CH2:17][CH2:18][CH2:19][CH2:20][CH2:21][CH2:22][CH2:23][CH2:24][CH2:25][CH2:26][CH2:27][CH3:28])[C:5]([O:7][CH3:8])=[O:6].C(O)[CH2:30][CH2:31][OH:32].C1(C)C=CC(S(O)(=O)=O)=CC=1>>[F:1][C:2]1[CH:3]=[C:4]([CH:9]=[CH:10][C:11]=1[NH:12][CH2:13][CH2:14][CH2:15][CH2:16][CH2:17][CH2:18][CH2:19][CH2:20][CH2:21][CH2:22][CH2:23][CH2:24][CH2:25][CH2:26][CH2:27][CH3:28])[C:5]([O:7][CH2:8][CH2:30][CH2:31][OH:32])=[O:6]. Reported procedure: A mixture of 2.25 g of methyl 3-fluoro-4-(hexadecylamino)benzoate, 280 mg of 1,3-propanediol and 1.37 g. of p-toluenesulfonic acid is heated at 180° C. for 18 hours and then is partitioned between ether and 3% aqueous sodium carbonate solution. The ether layer is separated, dried, and evaporated to yield 3-hydroxypropyl 3-fluoro-4-(hexadecylamino)benzoate. Starting materials: [H-].[Al+3].[Li+].[H-].[H-].[H-] (Lithium aluminum hydride), FC1=CC=C(OC2=CC=C(C(=O)OCC)C=C2)C=C1 (ethyl 4-(4-fluorophenoxy)benzoate), [H-].[Al+3].[Li+].[H-].[H-].[H-] (lithium aluminum hydride). The solvent is C(C)OCC (diethyl ether), C(C)OCC (diethyl ether). Conditions: time 8 hour. Product: FC1=CC=C(OC2=CC=C(CO)C=C2)C=C1 (4-(4-fluorophenoxy)benzyl alcohol). Yield: 98.7%. As a reaction SMILES: [H-].[Al+3].[Li+].[H-].[H-].[H-].[F:7][C:8]1[CH:25]=[CH:24][C:11]([O:12][C:13]2[CH:23]=[CH:22][C:16]([C:17](OCC)=[O:18])=[CH:15][CH:14]=2)=[CH:10][CH:9]=1>C(OCC)C>[F:7][C:8]1[CH:25]=[CH:24][C:11]([O:12][C:13]2[CH:23]=[CH:22][C:16]([CH2:17][OH:18])=[CH:15][CH:14]=2)=[CH:10][CH:9]=1 |f:0.1.2.3.4.5|. Procedure details: Lithium aluminum hydride (0.25 g, 6.69 mmol) was slurried in 20 ml of dry diethyl ether and cooled in an ice bath. The ethyl 4-(4-fluorophenoxy)benzoate (2.32 g, 8.91 mmol) in 5 ml of dry diethyl ether was added dropwise and the reaction was stirred at room temperature overnight. More lithium aluminum hydride (0.25 g) was added and the reaction was stirred for four hours. The reaction was carefully quenched by sequential addition of 0.5 ml of water, 0.5 ml of 15% NaOH solution in water, and 1.5 ...